Task: describe an organic reaction: reactants, conditions, products, and yield. Dataset: the Open Reaction Database (ORD), a public repository of structured organic reaction records The reactants are Cc1ccccc1C(Br)C(Br)C(=O)O, CCO, [K+], [OH-]. Product: Cc1ccccc1C#CC(=O)O. As a reaction SMILES: [Br:3][CH:4]([C:5](=[O:6])[OH:7])[CH:8]([c:9]1[c:10]([CH3:15])[cH:11][cH:12][cH:13][cH:14]1)[Br:16].[CH3:17][CH2:18][OH:19].[K+:2].[OH-:1]>>[C:4]([C:5](=[O:6])[OH:7])#[C:8][c:9]1[c:10]([CH3:15])[cH:11][cH:12][cH:13][cH:14]1. Reported procedure: The solution of 4-[(2-ethoxycarbonylindol-4-yl)-carbonyl]amino-3-methoxy-N-methyl-N-[4-methyl-2-[5-(4-methylpiperazin-1-yl)carbonylpent-1-yloxy]phenyl]benzamide (100 mg) in a mixture of 1N aqueous sodium hydroxide solution (0.43 ml) and ethanol (4.0 ml) was stirred at ambient temperature for 5.5 hours. The resulting solution was neutralized with 1N hydrochloric acid and methanol was removed in vacuo. The residue was diluted with water and the aqueous layer was extracted with chloroform. Drying, ... Starting materials: C(C)OC(=O)C=1NC2=CC=CC(=C2C1)C(=O)NC1=C(C=C(C(=O)N(C2=C(C=C(C=C2)C)OCCCCCC(=O)N2CCN(CC2)C)C)C=C1)OC (4-[(2-ethoxycarbonylindol-4-yl)-carbonyl]amino-3-methoxy-N-methyl-N-[4-methyl-2-[5-(4-methylpiperazin-1-yl)carbonylpent-1-yloxy]phenyl]benzamide), CO (methanol), Cl (hydrochloric acid). The yield is 72.9%. The product is C(=O)(O)C=1NC2=CC=CC(=C2C1)C(=O)NC1=C(C=C(C(=O)N(C2=C(C=C(C=C2)C)OCCCCCC(=O)N2CCN(CC2)C)C)C=C1)OC (4-[(2-carboxyindol-4-yl)carbonyl]amino-3-methoxy-N-methyl-N-[4-methyl-2-[5-(4-methylpiperazin-1-yl)carbonylpent-1-yloxy]phenyl]benzamide). Run in [OH-].[Na+] (sodium hydroxide), C(C)O (ethanol). Run at time 5.5 hour. Reaction SMILES: C([O:3][C:4]([C:6]1[NH:7][C:8]2[C:13]([CH:14]=1)=[C:12]([C:15]([NH:17][C:18]1[CH:49]=[CH:48][C:21]([C:22]([N:24]([CH3:47])[C:25]3[CH:30]=[CH:29][C:28]([CH3:31])=[CH:27][C:26]=3[O:32][CH2:33][CH2:34][CH2:35][CH2:36][CH2:37][C:38]([N:40]3[CH2:45][CH2:44][N:43]([CH3:46])[CH2:42][CH2:41]3)=[O:39])=[O:23])=[CH:20][C:19]=1[O:50][CH3:51])=[O:16])[CH:11]=[CH:10][CH:9]=2)=[O:5])C.Cl.CO>[OH-].[Na+].C(O)C>[C:4]([C:6]1[NH:7][C:8]2[C:13]([CH:14]=1)=[C:12]([C:15]([NH:17][C:18]1[CH:49]=[CH:48][C:21]([C:22]([N:24]([CH3:47])[C:25]3[CH:30]=[CH:29][C:28]([CH3:31])=[CH:27][C:26]=3[O:32][CH2:33][CH2:34][CH2:35][CH2:36][CH2:37][C:38]([N:40]3[CH2:45][CH2:44][N:43]([CH3:46])[CH2:42][CH2:41]3)=[O:39])=[O:23])=[CH:20][C:19]=1[O:50][CH3:51])=[O:16])[CH:11]=[CH:10][CH:9]=2)([OH:5])=[O:3] |f:3.4|. The reactants are OCCCOc1ccc(F)cc1, O, Cc1ccc(S(=O)(=O)Cl)cc1, c1ccncc1. Yields the product Cc1ccc(S(=O)(=O)OCCCOc2ccc(F)cc2)cc1. Reaction SMILES: [F:1][c:2]1[cH:3][cH:4][c:5]([O:6][CH2:7][CH2:8][CH2:9][OH:10])[cH:11][cH:12]1.[OH2:24].[c:13]1([CH3:23])[cH:14][cH:15][c:16]([S:19](=[O:20])(=[O:21])[Cl:22])[cH:17][cH:18]1.[cH:25]1[cH:26][cH:27][n:28][cH:29][cH:30]1>>[F:1][c:2]1[cH:3][cH:4][c:5]([O:6][CH2:7][CH2:8][CH2:9][O:10][S:19]([c:16]2[cH:15][cH:14][c:13]([CH3:23])[cH:18][cH:17]2)(=[O:20])=[O:21])[cH:11][cH:12]1. Reactants: C(C)(=O)SCC1=C(C=C(C=C1)[N+](=O)[O-])[N+](=O)[O-] (S-(2,4-dinitrobenzyl) thioacetate), O (water). Run in S(O)(O)(=O)=O.O (sulfuric acid water), CO (methanol). Yields the product [N+](=O)([O-])C1=C(CS)C=CC(=C1)[N+](=O)[O-] (2,4-dinitrobenzyl mercaptan). Isolated yield 98.5%. Reaction SMILES: C([S:4][CH2:5][C:6]1[CH:11]=[CH:10][C:9]([N+:12]([O-:14])=[O:13])=[CH:8][C:7]=1[N+:15]([O-:17])=[O:16])(=O)C.O>S(=O)(=O)(O)O.O.CO>[N+:15]([C:7]1[CH:8]=[C:9]([N+:12]([O-:14])=[O:13])[CH:10]=[CH:11][C:6]=1[CH2:5][SH:4])([O-:17])=[O:16] |f:2.3|. Reported procedure: A stirred suspension of S-(2,4-dinitrobenzyl) thioacetate 16b (8.2 g, 32 mmol) in concentrated sulfuric acid--water (1:1 v/v; 14.08 cm3) and methanol (128 cm3) was heated, under reflux, for 1.5 h. The cooled products were poured into water (300 cm3) and the resulting mixture was extracted with ether (2×400 cm3). The combined organic extracts were washed with water (300 cm3), dried (MgSO4) and evaporated under reduced pressure to give 2,4-dinitrobenzyl mercaptan 17b as a yellow oil (6.75 g, 98 %)... As a reaction SMILES: [NH2:1][C:2]1[S:3][C:4]([C:17]2[CH:22]=[CH:21][CH:20]=[C:19]([F:23])[CH:18]=2)=[C:5]([C:7]([N:9]2[CH2:14][C@H:13]3[C@H:11]([CH2:12]3)[C@H:10]2[CH2:15][NH2:16])=[O:8])[N:6]=1.[O:24]1[CH2:29][CH2:28][O:27][C:26]2=[C:30]([C:33](O)=[O:34])[S:31][CH:32]=[C:25]12>>[NH2:1][C:2]1[S:3][C:4]([C:17]2[CH:22]=[CH:21][CH:20]=[C:19]([F:23])[CH:18]=2)=[C:5]([C:7]([N:9]2[CH2:14][C@H:13]3[C@H:11]([CH2:12]3)[C@H:10]2[CH2:15][NH:16][C:33]([C:30]2[S:31][CH:32]=[C:25]3[C:26]=2[O:27][CH2:28][CH2:29][O:24]3)=[O:34])=[O:8])[N:6]=1. The reactants are NC=1SC(=C(N1)C(=O)N1[C@@H]([C@H]2C[C@H]2C1)CN)C1=CC(=CC=C1)F ([2-Amino-5-(3-fluoro-phenyl)-thiazol-4-yl]-((1S,2S,5R)-2-aminomethyl-3-aza-bicyclo[3.1.0]hex-3-yl)-methanone), O1C=2C(OCC1)=C(SC2)C(=O)O (2,3-Dihydro-thieno[3,4-b][1,4]dioxine-5-carboxylic acid). Procedure details: prepared by reaction of [2-Amino-5-(3-fluoro-phenyl)-thiazol-4-yl]-((1S,2S,5R)-2-aminomethyl-3-aza-bicyclo[3.1.0]hex-3-yl)-methanone with 2,3-Dihydro-thieno[3,4-b][1,4]dioxine-5-carboxylic acid. LC-MS (basic): tR=0.75 min; [M+H]+=501.3. The product is NC=1SC(=C(N1)C(=O)N1[C@@H]([C@H]2C[C@H]2C1)CNC(=O)C=1SC=C2OCCOC21)C2=CC(=CC=C2)F (2,3-Dihydro-thieno[3,4-b][1,4]dioxine-5-carboxylic Acid{(1S,2S,5R)-3-[2-amino-5-(3-fluoro-phenyl)-thiazole-4-carbonyl]-3-aza-bicyclo[3.1.0]hex-2-ylmethyl}-amide). The reactants are NC=1C=C2C=CN(C2=CC1)C1=CC=C(C(=O)O)C=C1 (4-(5-amino-1H-indol-1-yl)benzoic acid), NC=1SC=C(N1)C (2-amino-4-methylthiazole), OC1CCN(CC1)C1=CC=C(C(=O)O)C=C1 (4-(4-hydroxypiperidin-1-yl)benzoic acid). The product is OC1CCN(CC1)C1=CC=C(C(=O)NC=2C=C3C=CN(C3=CC2)C2=CC=C(C=C2)C(NC=2SC=C(N2)C)=O)C=C1 (4-(4-Hydroxypiperidin-1-yl)-N-(1-(4-(4-methylthiazol-2-ylcarbamoyl)phenyl)-1H-indol-5-yl)benzamide). RXN SMILES: [NH2:1][C:2]1[CH:3]=[C:4]2[C:8](=[CH:9][CH:10]=1)[N:7]([C:11]1[CH:19]=[CH:18][C:14]([C:15](O)=[O:16])=[CH:13][CH:12]=1)[CH:6]=[CH:5]2.[NH2:20][C:21]1[S:22][CH:23]=[C:24]([CH3:26])[N:25]=1.[OH:27][CH:28]1[CH2:33][CH2:32][N:31]([C:34]2[CH:42]=[CH:41][C:37]([C:38](O)=[O:39])=[CH:36][CH:35]=2)[CH2:30][CH2:29]1>>[OH:27][CH:28]1[CH2:29][CH2:30][N:31]([C:34]2[CH:42]=[CH:41][C:37]([C:38]([NH:1][C:2]3[CH:3]=[C:4]4[C:8](=[CH:9][CH:10]=3)[N:7]([C:11]3[CH:19]=[CH:18][C:14]([C:15](=[O:16])[NH:20][C:21]5[S:22][CH:23]=[C:24]([CH3:26])[N:25]=5)=[CH:13][CH:12]=3)[CH:6]=[CH:5]4)=[O:39])=[CH:36][CH:35]=2)[CH2:32][CH2:33]1. Procedure details: Compound 954 was prepared according to the procedure described in Scheme IV from 4-(5-amino-1H-indol-1-yl)benzoic acid, 2-amino-4-methylthiazole, and 4-(4-hydroxypiperidin-1-yl)benzoic acid. [M+H]+ calcd for C31H29N5O3S: 552.10; found: 552.05.